describe an organic reaction: reactants, conditions, products, and yield From a dataset of the Open Reaction Database (ORD), a public repository of structured organic reaction records. Reactants: NC=1C=C(C=CC1)C1CCN(CC1)C(=O)OC(C)(C)C (tert-butyl 4-(3-aminophenyl)piperidine-1-carboxylate), [H-].[Al+3].[Li+].[H-].[H-].[H-] (Lithium aluminium hydride). Run in O (Water). Reaction conditions: time 8 hour. The product is CN1CCC(CC1)C=1C=C(C=CC1)N (3-(1-Methylpiperidin-4-yl)phenylamine). As a reaction SMILES: [NH2:1][C:2]1[CH:3]=[C:4]([CH:8]2[CH2:13][CH2:12][N:11]([C:14](OC(C)(C)C)=O)[CH2:10][CH2:9]2)[CH:5]=[CH:6][CH:7]=1.[H-].[Al+3].[Li+].[H-].[H-].[H-]>O>[CH3:14][N:11]1[CH2:12][CH2:13][CH:8]([C:4]2[CH:3]=[C:2]([NH2:1])[CH:7]=[CH:6][CH:5]=2)[CH2:9][CH2:10]1 |f:1.2.3.4.5.6|. Procedure details: A dried flask was charged with tert-butyl 4-(3-aminophenyl)piperidine-1-carboxylate (0.553 g, 2.00 mmol). Lithium aluminium hydride (1M in THF, 10 mL, 10.0 mmol) was added slowly through a syringe under N2. The resulting mixture was stirred overnight at rt. Water (0.5 mL) was cautiously added to quench the reaction. The resulting mixture was filtered. The filtrate was concentrated to dryness to give the title compound as a white solid, which was used without further purification in the next step... Reactants: NC1=NC(=C2C(N1)=NC=C2)Cl (2-amino-4-chloro-pyrrolo[2,3-d]pyrimidine), C(C(C)(C)C)(=O)Cl (pivaloyl chloride). The solvent is N1=CC=CC=C1 (pyridine). Run at time 16 hour. Yields the product ClC1=C2C(NC(=N1)NC(C(C)(C)C)=O)=NC=C2 (4-Chloro-2-trimethylacetamido-pyrrolo[2.3-d]pyrimidine). The yield is 110.7%. As a reaction SMILES: [NH2:1][C:2]1[NH:7][C:6]2=[N:8][CH:9]=[CH:10][C:5]2=[C:4]([Cl:11])[N:3]=1.[C:12](Cl)(=[O:17])[C:13]([CH3:16])([CH3:15])[CH3:14]>N1C=CC=CC=1>[Cl:11][C:4]1[N:3]=[C:2]([NH:1][C:12](=[O:17])[C:13]([CH3:16])([CH3:15])[CH3:14])[NH:7][C:6]2=[N:8][CH:9]=[CH:10][C:5]=12. Procedure details: To a stirring solution of 2-amino-4-chloro-pyrrolo[2,3-d]pyrimidine (7.3 g, 43.61 mmol) in anhydrous pyridine (120 mL) was added pivaloyl chloride (18.7 mL, 152.63 mmol). The reaction was stirred at RT under nitrogen for 16 h and quenched with MeOH (50 mL). The solvents were then removed in vacuo, and the residue was co-evaporated with toluene (100 mL). The resulting residue was dissolved in EtOAc (150 mL) and washed with 0.1 M HCl (3×75 mL). The organic layer was dried (MgSO4) and evaporated. T... Reactants: FC=1C=CC(=C2CC[C@H](C12)OC1=CC2=C([C@@H](CO2)CC(=O)OC)C=C1)B1OC(C(O1)(C)C)(C)C (methyl 2-((S)-6-((R)-7-fluoro-4-(4,4,5,5-tetramethyl-1,3,2-dioxaborolan-2-yl)-2,3-dihydro-1H-inden-1-yloxy)-2,3-dihydrobenzofuran-3-yl)acetate), BrC1=C(C=C(OCCNS(=O)(=O)C)C=C1C)C (N-(2-(4-bromo-3,5-dimethylphenoxy)ethyl)methanesulfonamide), BrC1=C2CC[C@H](C2=C(C=C1)F)OC1=CC2=C([C@@H](CO2)CC(=O)OC)C=C1 (Methyl 2-((S)-6-((R)-4-bromo-7-fluoro-2,3-dihydro-1H-inden-1-yloxy)-2,3-dihydrobenzofuran-3-yl)acetate). The product is CC1=C(C(=CC(=C1)OCCNS(=O)(=O)C)C)C1=C2CC[C@H](C2=C(C=C1)F)OC1=CC2=C([C@@H](CO2)CC(=O)OC)C=C1 (Methyl 2-((S)-6-((R)-4-(2,6-dimethyl-4-(2-(methylsulfonamido)ethoxy)phenyl)-7-fluoro-2,3-dihydro-1H-inden-1-yloxy)-2,3-dihydrobenzofuran-3-yl)acetate). As a reaction SMILES: [F:1][C:2]1[CH:3]=[CH:4][C:5](B2OC(C)(C)C(C)(C)O2)=[C:6]2[C:10]=1[C@H:9]([O:11][C:12]1[CH:25]=[CH:24][C:15]3[C@H:16]([CH2:19][C:20]([O:22][CH3:23])=[O:21])[CH2:17][O:18][C:14]=3[CH:13]=1)[CH2:8][CH2:7]2.Br[C:36]1[C:49]([CH3:50])=[CH:48][C:39]([O:40][CH2:41][CH2:42][NH:43][S:44]([CH3:47])(=[O:46])=[O:45])=[CH:38][C:37]=1[CH3:51].BrC1C=CC(F)=C2C=1CC[C@H]2OC1C=CC2[C@H](CC(OC)=O)COC=2C=1>>[CH3:51][C:37]1[CH:38]=[C:39]([O:40][CH2:41][CH2:42][NH:43][S:44]([CH3:47])(=[O:45])=[O:46])[CH:48]=[C:49]([CH3:50])[C:36]=1[C:5]1[CH:4]=[CH:3][C:2]([F:1])=[C:10]2[C:6]=1[CH2:7][CH2:8][C@H:9]2[O:11][C:12]1[CH:25]=[CH:24][C:15]2[C@H:16]([CH2:19][C:20]([O:22][CH3:23])=[O:21])[CH2:17][O:18][C:14]=2[CH:13]=1. Procedure: The title compound is prepared from methyl 2-((S)-6-((R)-7-fluoro-4-(4,4,5,5-tetramethyl-1,3,2-dioxaborolan-2-yl)-2,3-dihydro-1H-inden-1-yloxy)-2,3-dihydrobenzofuran-3-yl)acetate and N-(2-(4-bromo-3,5-dimethylphenoxy)ethyl)methanesulfonamide following a procedure analogous to that described in Step 5 of Intermediate 1. LC (method 8): tR=0.59 min; Mass spectrum (ESI+): m/z=584 [M+H]+. Product: N#CCSc1ccc(Cl)c(Cl)c1. The reactants are N#CCCl, Sc1ccc(Cl)c(Cl)c1, [Na+], [OH-], O. As a reaction SMILES: [Cl:12][CH2:13][C:14]#[N:15].[Cl:1][c:2]1[cH:3][c:4]([SH:9])[cH:5][cH:6][c:7]1[Cl:8].[Na+:11].[OH-:10].[OH2:16]>>[Cl:1][c:2]1[cH:3][c:4]([S:9][CH2:13][C:14]#[N:15])[cH:5][cH:6][c:7]1[Cl:8].